Dataset: the Open Reaction Database (ORD), a public repository of structured organic reaction records. Task: describe an organic reaction: reactants, conditions, products, and yield Reactants: CC(=O)[O-], CC#N, Cc1nc2c(OC3c4ccccc4CC3OS(C)(=O)=O)cccn2c1C=O, ClCCl, [K+], C1COCCOCCOCCOCCOCCO1. Product: Cc1nc2c(OC3c4ccccc4CC3O)cccn2c1C=O. RXN SMILES: [CH3:29][C:30](=[O:31])[O-:32].[CH3:51][C:52]#[N:53].[CH:1](=[O:2])[c:3]1[c:4]([CH3:27])[n:5][c:6]2[n:7]1[cH:8][cH:9][cH:10][c:11]2[O:12][CH:13]1[CH:14]([O:22][S:23]([CH3:24])(=[O:25])=[O:26])[CH2:15][c:16]2[cH:17][cH:18][cH:19][cH:20][c:21]21.[Cl:54][CH2:55][Cl:56].[K+:28].[O:33]1[CH2:34][CH2:35][O:36][CH2:37][CH2:38][O:39][CH2:40][CH2:41][O:42][CH2:43][CH2:44][O:45][CH2:46][CH2:47][O:48][CH2:49][CH2:50]1>>[CH:1](=[O:2])[c:3]1[c:4]([CH3:27])[n:5][c:6]2[n:7]1[cH:8][cH:9][cH:10][c:11]2[O:12][CH:13]1[CH:14]([OH:22])[CH2:15][c:16]2[cH:17][cH:18][cH:19][cH:20][c:21]21.